This data is from the Open Reaction Database (ORD), a public repository of structured organic reaction records. The task is: describe an organic reaction: reactants, conditions, products, and yield Reported procedure: The procedure of Example 12 was repeated except that 44.6 mg (0.1 mmole) of 20-(1,3-dioxolan-2-yl)-1α,2α-epoxy-7α-hydroxypregna-5-en-3β-yl acetate was used in lieu of 49.0 mg of 20-(5,5-dimethyl-1,3-dioxan-2-yl)-1α,2α-epoxy-7α-hydroxypregna-5-en-3β-yl acetate to give 37.8 mg of 20-(1,3-dioxolan-2-yl)-1α,2α-epoxy-7α-methoxycarbonyloxypregn-5-en-3β-yl acetate (yield: 75%) Starting materials: C(C)(=O)O[C@@H]1CC2=C[C@H]([C@H]3[C@@H]4CC[C@H](C(C)C5OCCO5)[C@]4(CC[C@@H]3[C@]2([C@@H]2[C@H]1O2)C)C)O (20-(1,3-dioxolan-2-yl)-1α,2α-epoxy-7α-hydroxypregna-5-en-3β-yl acetate), C(C)(=O)O[C@@H]1CC2=C[C@H]([C@H]3[C@@H]4CC[C@H](C(C)C5OCC(CO5)(C)C)[C@]4(CC[C@@H]3[C@]2([C@@H]2[C@H]1O2)C)C)O (20-(5,5-dimethyl-1,3-dioxan-2-yl)-1α,2α-epoxy-7α-hydroxypregna-5-en-3β-yl acetate). Product: C(C)(=O)O[C@@H]1CC2=C[C@H]([C@H]3[C@@H]4CC[C@H](C(C)C5OCCO5)[C@]4(CC[C@@H]3[C@]2([C@@H]2[C@H]1O2)C)C)OC(=O)OC (20-(1,3-dioxolan-2-yl)-1α,2α-epoxy-7α-methoxycarbonyloxypregn-5-en-3β-yl acetate). Isolated yield 74.9%. RXN SMILES: [C:1]([O:4][C@H:5]1[C@@H:28]2[O:29][C@@H:27]2[C@@:26]2([CH3:30])[C:7](=[CH:8][C@@H:9]([OH:32])[C@@H:10]3[C@@H:25]2[CH2:24][CH2:23][C@@:22]2([CH3:31])[C@H:11]3[CH2:12][CH2:13][C@@H:14]2[CH:15]([CH:17]2[O:21][CH2:20][CH2:19][O:18]2)[CH3:16])[CH2:6]1)(=[O:3])[CH3:2].[C:33]([O:36][C@H:37]1[C@@H]2O[C@@H]2[C@@]2(C)C(=C[C@@H](O)[C@@H]3[C@@H]2CC[C@@]2(C)[C@H]3CC[C@@H]2C(C2OCC(C)(C)CO2)C)C1)(=[O:35])C>>[C:1]([O:4][C@H:5]1[C@@H:28]2[O:29][C@@H:27]2[C@@:26]2([CH3:30])[C:7](=[CH:8][C@@H:9]([O:32][C:33]([O:36][CH3:37])=[O:35])[C@@H:10]3[C@@H:25]2[CH2:24][CH2:23][C@@:22]2([CH3:31])[C@H:11]3[CH2:12][CH2:13][C@@H:14]2[CH:15]([CH:17]2[O:18][CH2:19][CH2:20][O:21]2)[CH3:16])[CH2:6]1)(=[O:3])[CH3:2]. Reactants: O1C(CCCC1)OCCCCCCC#C (8-(tetrahydropyranyloxy)-1-octyne), C(Cl)(Cl)Cl (chloroform). The solvent is CO (methanol). Yields the product C(CCCCCC#C)O (7-octyn-1-ol). Isolated yield 88.9%. RXN SMILES: O1CCCCC1[O:7][CH2:8][CH2:9][CH2:10][CH2:11][CH2:12][CH2:13][C:14]#[CH:15].C(Cl)(Cl)Cl>CO>[CH2:8]([OH:7])[CH2:9][CH2:10][CH2:11][CH2:12][CH2:13][C:14]#[CH:15]. Procedure details: A suspension of lithium acetylide ethylenediamine complex (Aldrich, 11.3 g, 122.5 mmol) and dimethyl sulfoxide (50 ml) was cooled to 5-10° C., and added dropwise with 1-bromo-6-tetrahydropyranyloxyhexane (Sigma, 25 g, 94.3 mmol) over two hours. Then, the reaction mixture was stirred at room temperature for two hours. The reaction mixture was added with water (10 ml), stirred for ten minutes, then poured into water (150 ml), and extracted with ether (300 ml). The ether layer was washed with water... The reactants are CCc1ccccc1-c1cc(CBr)ccc1OCc1ccc(C(=O)OC)cc1, CS(C)=O, N#C[Na]. The product is CCc1ccccc1-c1cc(CC#N)ccc1OCc1ccc(C(=O)OC)cc1. RXN SMILES: [Br:1][CH2:2][c:3]1[cH:4][c:5](-[c:21]2[c:22]([CH2:23][CH3:24])[cH:25][cH:26][cH:27][cH:28]2)[c:6]([O:7][CH2:8][c:9]2[cH:10][cH:11][c:12]([C:13](=[O:14])[O:15][CH3:16])[cH:17][cH:18]2)[cH:19][cH:20]1.[CH3:32][S:33]([CH3:34])=[O:35].[Na:29][C:30]#[N:31]>>[CH2:2]([c:3]1[cH:4][c:5](-[c:21]2[c:22]([CH2:23][CH3:24])[cH:25][cH:26][cH:27][cH:28]2)[c:6]([O:7][CH2:8][c:9]2[cH:10][cH:11][c:12]([C:13](=[O:14])[O:15][CH3:16])[cH:17][cH:18]2)[cH:19][cH:20]1)[C:30]#[N:31]. The reactants are [Si](C)(C)(C(C)(C)C)OC(C)C=1C=CC2=C(C(C=3C(=NC=C(C3)Cl)C=C2)=O)C1 (7-(1-{[tert-butyl(dimethyl)silyl]oxy}ethyl)-3-chloro-5H-benzo[4,5]cyclohepta[1,2-b]pyridin-5-one), [F-].C(CCC)[N+](CCCC)(CCCC)CCCC (Tetrabutylammonium fluoride). Solvent: O1CCCC1 (tetrahydrofuran). Conditions: time 45 minute. Product: ClC=1C=C2C(=NC1)C=CC1=C(C2=O)C=C(C=C1)C(C)O (3-chloro-7-(1-hydroxyethyl)-5H-benzo[4,5]cyclohepta[1,2-b]pyridin-5-one). As a reaction SMILES: [Si]([O:8][CH:9]([C:11]1[CH:12]=[CH:13][C:14]2[CH:25]=[CH:24][C:18]3=[N:19][CH:20]=[C:21]([Cl:23])[CH:22]=[C:17]3[C:16](=[O:26])[C:15]=2[CH:27]=1)[CH3:10])(C(C)(C)C)(C)C.[F-].C([N+](CCCC)(CCCC)CCCC)CCC>O1CCCC1>[Cl:23][C:21]1[CH:22]=[C:17]2[C:16](=[O:26])[C:15]3[CH:27]=[C:11]([CH:9]([OH:8])[CH3:10])[CH:12]=[CH:13][C:14]=3[CH:25]=[CH:24][C:18]2=[N:19][CH:20]=1 |f:1.2|. Procedure: 7-(1-{[tert-butyl(dimethyl)silyl]oxy}ethyl)-3-chloro-5H-benzo[4,5]cyclohepta[1,2-b]pyridin-5-one (20 mg, 0.05 mmol) was taken up in 1 mL of tetrahydrofuran. Tetrabutylammonium fluoride (0.06 mL of 1.0M in THF, 0.06 mmol) was added and the mixture was stirred at room temperature for 45 min. The reaction was concentrated in vacuo and directly purified via flash chromatography (silica, 0-35% ethyl acetate/hexanes) to afford the title compound. 1H NMR (600 MHz, CDCl3) δ 8.80 (d, 1H); 8.50 (d, 1H); 8...